Dataset: the Open Reaction Database (ORD), a public repository of structured organic reaction records. Task: describe an organic reaction: reactants, conditions, products, and yield Reactants: C[SiH](C)Oc1c(C(O)c2cn(C(c3ccccc3)(c3ccccc3)c3ccccc3)cn2)ccc2cc(C(C)(C)C)ccc12, ClCCl, O=[Mn]=O. Yields the product C[SiH](C)Oc1c(C(=O)c2cn(C(c3ccccc3)(c3ccccc3)c3ccccc3)cn2)ccc2cc(C(C)(C)C)ccc12. Reaction SMILES: [C:1]([CH3:2])([CH3:3])([CH3:4])[c:5]1[cH:6][c:7]2[cH:8][cH:9][c:10]([CH:19]([OH:20])[c:21]3[n:22][cH:23][n:24]([C:26]([c:27]4[cH:28][cH:29][cH:30][cH:31][cH:32]4)([c:33]4[cH:34][cH:35][cH:36][cH:37][cH:38]4)[c:39]4[cH:40][cH:41][cH:42][cH:43][cH:44]4)[cH:25]3)[c:11]([O:15][SiH:16]([CH3:17])[CH3:18])[c:12]2[cH:13][cH:14]1.[Cl:45][CH2:46][Cl:47].[O:48]=[Mn:49]=[O:50]>>[C:1]([CH3:2])([CH3:3])([CH3:4])[c:5]1[cH:6][c:7]2[cH:8][cH:9][c:10]([C:19](=[O:20])[c:21]3[n:22][cH:23][n:24]([C:26]([c:27]4[cH:28][cH:29][cH:30][cH:31][cH:32]4)([c:33]4[cH:34][cH:35][cH:36][cH:37][cH:38]4)[c:39]4[cH:40][cH:41][cH:42][cH:43][cH:44]4)[cH:25]3)[c:11]([O:15][SiH:16]([CH3:17])[CH3:18])[c:12]2[cH:13][cH:14]1. Reactants: CCCCc1ccccc1C1C(C(=O)OC)=C(C)NC2=C1C(=O)CN(Cc1ccccc1)C2, CO, Cl, [H][H], O. Yields the product CCCCc1ccccc1C1C(C(=O)OC)=C(C)NC2=C1C(=O)CNC2, Cl. Reaction SMILES: [CH3:2][O:3][C:4](=[O:5])[C:6]1=[C:7]([CH3:34])[NH:8][C:9]2=[C:14]([C:13](=[O:26])[CH2:12][N:11]([CH2:27][c:28]3[cH:29][cH:30][cH:31][cH:32][cH:33]3)[CH2:10]2)[CH:15]1[c:16]1[c:17]([CH2:22][CH2:23][CH2:24][CH3:25])[cH:18][cH:19][cH:20][cH:21]1.[CH3:35][OH:36].[ClH:1].[H:37][H:38].[OH2:39]>>[CH3:2][O:3][C:4](=[O:5])[C:6]1=[C:7]([CH3:34])[NH:8][C:9]2=[C:14]([C:13](=[O:26])[CH2:12][NH:11][CH2:10]2)[CH:15]1[c:16]1[c:17]([CH2:22][CH2:23][CH2:24][CH3:25])[cH:18][cH:19][cH:20][cH:21]1.[ClH:1].